This data is from the Open Reaction Database (ORD), a public repository of structured organic reaction records. The task is: describe an organic reaction: reactants, conditions, products, and yield Starting materials: CCOc1cc2ncc(C#N)c(Nc3ccc(OCc4ccccc4)c(Cl)c3)c2cc1NC(C)=O, CO, [K+], [OH-]. Yields the product CCOc1cc2ncc(C#N)c(Nc3ccc(OCc4ccccc4)c(Cl)c3)c2cc1N. Reaction SMILES: [CH2:1]([c:2]1[cH:3][cH:4][cH:5][cH:6][cH:7]1)[O:8][c:9]1[c:10]([Cl:35])[cH:11][c:12]([NH:13][c:14]2[c:15]([C:31]#[N:32])[cH:16][n:17][c:18]3[cH:19][c:20]([O:28][CH2:29][CH3:30])[c:21]([NH:24][C:25](=[O:26])[CH3:27])[cH:22][c:23]23)[cH:33][cH:34]1.[CH3:38][OH:39].[K+:37].[OH-:36]>>[CH2:1]([c:2]1[cH:3][cH:4][cH:5][cH:6][cH:7]1)[O:8][c:9]1[c:10]([Cl:35])[cH:11][c:12]([NH:13][c:14]2[c:15]([C:31]#[N:32])[cH:16][n:17][c:18]3[cH:19][c:20]([O:28][CH2:29][CH3:30])[c:21]([NH2:24])[cH:22][c:23]23)[cH:33][cH:34]1. Reactants: CCN(C(C)C)C(C)C, CCCCO, CCOC(C)=O, O=[N+]([O-])c1cnc2ccc(Cl)nn12, Fc1cccc(C2CCCCN2)c1, O. Product: O=[N+]([O-])c1cnc2ccc(N3CCCCC3c3cccc(F)c3)nn12. Reaction SMILES: [CH2:27]([N:28]([CH:29]([CH3:30])[CH3:31])[CH:32]([CH3:33])[CH3:34])[CH3:35].[CH2:36]([OH:37])[CH2:38][CH2:39][CH3:40].[CH3:42][CH2:43][O:44][C:45]([CH3:46])=[O:47].[Cl:1][c:2]1[cH:3][cH:4][c:5]2[n:6]([n:7]1)[c:8]([N+:11](=[O:12])[O-:13])[cH:9][n:10]2.[F:14][c:15]1[cH:16][c:17]([CH:21]2[NH:22][CH2:23][CH2:24][CH2:25][CH2:26]2)[cH:18][cH:19][cH:20]1.[OH2:41]>>[c:2]1([N:22]2[CH:21]([c:17]3[cH:16][c:15]([F:14])[cH:20][cH:19][cH:18]3)[CH2:26][CH2:25][CH2:24][CH2:23]2)[cH:3][cH:4][c:5]2[n:6]([n:7]1)[c:8]([N+:11](=[O:12])[O-:13])[cH:9][n:10]2. Starting materials: CCCCCNC(=O)C(Cc1cccc(CN2CC(=O)N(Cc3ccc(OC)cc3)S2(=O)=O)c1)NC(=O)OC(C)(C)C, ClCCl, O=C(O)C(F)(F)F. Product: CCCCCNC(=O)C(N)Cc1cccc(CN2CC(=O)N(Cc3ccc(OC)cc3)S2(=O)=O)c1. Reaction SMILES: [C:1]([O:2][C:3](=[O:4])[NH:7][CH:8]([CH2:9][c:10]1[cH:11][c:12]([CH2:16][N:17]2[S:18](=[O:32])(=[O:33])[N:19]([CH2:23][c:24]3[cH:25][cH:26][c:27]([O:30][CH3:31])[cH:28][cH:29]3)[C:20](=[O:22])[CH2:21]2)[cH:13][cH:14][cH:15]1)[C:34]([NH:35][CH2:36][CH2:37][CH2:38][CH2:39][CH3:40])=[O:41])([CH3:5])([CH3:6])[CH3:42].[Cl:50][CH2:51][Cl:52].[F:43][C:44]([F:45])([F:46])[C:47]([OH:48])=[O:49]>>[NH2:7][CH:8]([CH2:9][c:10]1[cH:11][c:12]([CH2:16][N:17]2[S:18](=[O:32])(=[O:33])[N:19]([CH2:23][c:24]3[cH:25][cH:26][c:27]([O:30][CH3:31])[cH:28][cH:29]3)[C:20](=[O:22])[CH2:21]2)[cH:13][cH:14][cH:15]1)[C:34]([NH:35][CH2:36][CH2:37][CH2:38][CH2:39][CH3:40])=[O:41]. Procedure: After the completion of the reaction, the produced liquid was analyzed by means of gas chromatogram (available from Shimadzu GC-14A column, PEG=20 M, capillary column). As a result, there were obtained as the objective products, 93.8 μmol of 1-adamantanol, 22.2 μmol of 2-adamantanone and 75.7 μmol of 2-adamantanol at a yield of 19.2% with selectivity to 2-adamantanone and 2-adamantanol of 51.1%. The performance results are given in Table 1. RXN SMILES: [CH:1]12[CH2:10][CH:5]3[CH2:6][CH:7]([CH2:9][CH:3]([CH2:4]3)[C:2]1=[O:11])[CH2:8]2.[CH:12]12[CH2:21][CH:16]3[CH2:17][CH:18]([CH2:20][CH:14]([CH2:15]3)[CH:13]1[OH:22])[CH2:19]2>>[C:1]12([OH:22])[CH2:10][CH:5]3[CH2:6][CH:7]([CH2:9][CH:3]([CH2:4]3)[CH2:2]1)[CH2:8]2.[CH:12]12[CH2:21][CH:16]3[CH2:17][CH:18]([CH2:20][CH:14]([CH2:15]3)[C:13]1=[O:22])[CH2:19]2.[CH:1]12[CH2:10][CH:5]3[CH2:6][CH:7]([CH2:9][CH:3]([CH2:4]3)[CH:2]1[OH:11])[CH2:8]2. Yields the product C12(CC3CC(CC(C1)C3)C2)O (1-adamantanol), C12C(C3CC(CC(C1)C3)C2)=O (2-adamantanone), C12C(C3CC(CC(C1)C3)C2)O (2-adamantanol). Reactants: C12C(C3CC(CC(C1)C3)C2)=O (2-adamantanone), C12C(C3CC(CC(C1)C3)C2)O (2-adamantanol). Starting materials: O=C(O)c1cn(C2CC2)c2cc(Cl)c(F)cc2c1=O, c1ccncc1, c1cc(C2CNCCN2)n[nH]1. The product is O=C(O)c1cn(C2CC2)c2cc(N3CCNC(c4cc[nH]n4)C3)c(F)cc2c1=O. RXN SMILES: [Cl:1][c:2]1[c:3]([F:19])[cH:4][c:5]2[c:6](=[O:18])[c:7]([C:15](=[O:16])[OH:17])[cH:8][n:9]([CH:12]3[CH2:13][CH2:14]3)[c:10]2[cH:11]1.[cH:31]1[cH:32][cH:33][n:34][cH:35][cH:36]1.[nH:20]1[n:21][c:22]([CH:25]2[NH:26][CH2:27][CH2:28][NH:29][CH2:30]2)[cH:23][cH:24]1>>[c:2]1([N:29]2[CH2:28][CH2:27][NH:26][CH:25]([c:22]3[n:21][nH:20][cH:24][cH:23]3)[CH2:30]2)[c:3]([F:19])[cH:4][c:5]2[c:6](=[O:18])[c:7]([C:15](=[O:16])[OH:17])[cH:8][n:9]([CH:12]3[CH2:13][CH2:14]3)[c:10]2[cH:11]1. The reactants are ClC(Cl)(Cl)Cl, CC(C)(C#N)N=NC(C)(C)C#N, CCOP(=O)(OCC)c1ccc(-c2cccc(N)c2)o1, O=C1CCC(=O)N1Br. Product: CCOP(=O)(OCC)c1ccc(-c2ccc(Br)c(N)c2)o1. RXN SMILES: [Cl:41][C:42]([Cl:43])([Cl:44])[Cl:45].[N:29]#[C:30][C:31]([N:32]=[N:33][C:34]([C:35]#[N:36])([CH3:37])[CH3:38])([CH3:39])[CH3:40].[NH2:1][c:2]1[cH:3][c:4](-[c:8]2[cH:9][cH:10][c:11]([P:13]([O:14][CH2:15][CH3:16])(=[O:17])[O:18][CH2:19][CH3:20])[o:12]2)[cH:5][cH:6][cH:7]1.[O:21]=[C:22]1[N:23]([Br:28])[C:24](=[O:25])[CH2:26][CH2:27]1>>[NH2:1][c:2]1[cH:3][c:4](-[c:8]2[cH:9][cH:10][c:11]([P:13]([O:14][CH2:15][CH3:16])(=[O:17])[O:18][CH2:19][CH3:20])[o:12]2)[cH:5][cH:6][c:7]1[Br:28]. Reactants: ClC1=C(C(=O)O)C=CC=N1 (2-chloronicotinic acid), C([O-])([O-])=O.[K+].[K+] (potassium carbonate), C1(CCCC1)C1=NN(C(=C1)N)C1=C(C=CC=C1)C (3-cyclopentyl-1-(2-methylphenyl)-1H-pyrazol-5-amine), C1(CCCC1)C1=NN(C(=C1)N)C1=C(C=CC=C1)C (3-cyclopentyl-1-(2-methylphenyl)-1H-pyrazol-5-amine). The reagents and catalysts are C(C)(=O)[O-].[Cu+2].C(C)(=O)[O-] (copper (II) acetate). Solvent: CN(C)C=O (DMF). Reaction conditions: temperature 150 celsius. Yields the product C1(CCCC1)C1=NN(C(=C1)NC1=C(C(=O)O)C=CC=N1)C1=C(C=CC=C1)C (2-{[3-cyclopentyl-1-(2-methylphenyl)-1H-pyrazol-5-yl]amino}nicotinic acid). The yield is 22.9%. As a reaction SMILES: Cl[C:2]1[N:10]=[CH:9][CH:8]=[CH:7][C:3]=1[C:4]([OH:6])=[O:5].C(=O)([O-])[O-].[K+].[K+].[CH:17]1([C:22]2[CH:26]=[C:25]([NH2:27])[N:24]([C:28]3[CH:33]=[CH:32][CH:31]=[CH:30][C:29]=3[CH3:34])[N:23]=2)[CH2:21][CH2:20][CH2:19][CH2:18]1>CN(C=O)C.C([O-])(=O)C.[Cu+2].C([O-])(=O)C>[CH:17]1([C:22]2[CH:26]=[C:25]([NH:27][C:2]3[N:10]=[CH:9][CH:8]=[CH:7][C:3]=3[C:4]([OH:6])=[O:5])[N:24]([C:28]3[CH:33]=[CH:32][CH:31]=[CH:30][C:29]=3[CH3:34])[N:23]=2)[CH2:18][CH2:19][CH2:20][CH2:21]1 |f:1.2.3,6.7.8|. Reported procedure: A mixture of 2-chloronicotinic acid (113 mg, 0.72 mmol), potassium carbonate (199 mg, 1.44 mmol), 3-cyclopentyl-1-(2-methylphenyl)-1H-pyrazol-5-amine (174 mg, 0.72 mmol) (Intermediate E), and copper (II) acetate (6.5 mg, 0.04 mmol) in DMF (3 mL) was heated (150° C.) in a sealed tube for 16 h. The mixture was cooled to rt, filtered through a silica gel plug using ethyl acetate as eluent, concentrated to dryness, and subjected to HPLC purification using a gradient elution from 30% to 90% acetonitr... Reactants: FC=1C=CC(=NC1)C12N=C(SCC1CN(C2)C2=NC=C(C=N2)F)N (Racemic 7a-(5-fluoro-2-pyridyl)-6-(5-fluoropyrimidin-2-yl)-4,4a,5,7-tetrahydropyrrolo[3,4-d][1,3]thiazin-2-amine), C(C)O (ethanol). The solvent is C(=O)=O (CO2). The product is FC=1C=CC(=NC1)[C@@]12N=C(SC[C@@H]1CN(C2)C2=NC=C(C=N2)F)N ((4aR,7aR)-7a-(5-Fluoro-2-pyridyl)-6-(5-fluoropyrimidin-2-yl)-4,4a,5,7-tetrahydropyrrolo[3,4-d][1,3]thiazin-2-amine). Yield: 39.7%. Reaction SMILES: [F:1][C:2]1[CH:3]=[CH:4][C:5]([C:8]23[CH2:16][N:15]([C:17]4[N:22]=[CH:21][C:20]([F:23])=[CH:19][N:18]=4)[CH2:14][CH:13]2[CH2:12][S:11][C:10]([NH2:24])=[N:9]3)=[N:6][CH:7]=1.C(O)C>C(=O)=O>[F:1][C:2]1[CH:3]=[CH:4][C:5]([C@:8]23[CH2:16][N:15]([C:17]4[N:22]=[CH:21][C:20]([F:23])=[CH:19][N:18]=4)[CH2:14][C@H:13]2[CH2:12][S:11][C:10]([NH2:24])=[N:9]3)=[N:6][CH:7]=1. Procedure: Racemic 7a-(5-fluoro-2-pyridyl)-6-(5-fluoropyrimidin-2-yl)-4,4a,5,7-tetrahydropyrrolo[3,4-d][1,3]thiazin-2-amine (60 mg, 0.172 mmol) is separated into its constituent enantiomers by chiral SFC (Column: Chiralpak AD-H (5μ), 21.2×250 mm; eluent: 40% ethanol (0.2% diethylmethylamine) in CO2; flow: 70 mL/min at UV 260 nm). The second eluting isomer is the title compound (23.8 mg). ES/MS (m/e): 349 (M+1).